Dataset: the Open Reaction Database (ORD), a public repository of structured organic reaction records. Task: describe an organic reaction: reactants, conditions, products, and yield The reactants are CS(=O)C1=CC=C(C=C1)O (4-methanesulfinyl-phenol), C(C)(C)(C)OC(=O)N1CCC(CC1)N1N=CC=2C1=NC=NC2Cl (4-(4-chloro-pyrazolo[3,4-d]pyrimidin-1-yl)-piperidine-1-carboxylic acid tert-butyl ester), C(C)(C)(C)OC(=O)N1CCC(CC1)N1N=CC=2C1=NC=NC2Cl (4-(4-chloro-pyrazolo[3,4-d]pyrimidin-1-yl)-piperidine-1-carboxylic acid tert-butyl ester), C([O-])([O-])=O.[K+].[K+] (potassium carbonate), C([O-])([O-])=O.[Na+].[Na+] (sodium carbonate). Run in CN(C=O)C (dimethylformamide). Run at temperature 160 celsius. The product is C(C)(C)(C)OC(=O)N1CCC(CC1)N1N=CC=2C1=NC=NC2OC2=CC=C(C=C2)S(=O)C (4-[4-(4-methanesulfinyl-phenoxy)-pyrazolo[3,4-d]pyrimidin-1-yl]-piperidine-1-carboxylic acid tert-butyl ester). Yield: 36.8%. As a reaction SMILES: [CH3:1][S:2]([C:4]1[CH:9]=[CH:8][C:7]([OH:10])=[CH:6][CH:5]=1)=[O:3].[C:11]([O:15][C:16]([N:18]1[CH2:23][CH2:22][CH:21]([N:24]2[C:28]3=[N:29][CH:30]=[N:31][C:32](Cl)=[C:27]3[CH:26]=[N:25]2)[CH2:20][CH2:19]1)=[O:17])([CH3:14])([CH3:13])[CH3:12].C(=O)([O-])[O-].[K+].[K+].C(=O)([O-])[O-].[Na+].[Na+]>CN(C)C=O>[C:11]([O:15][C:16]([N:18]1[CH2:19][CH2:20][CH:21]([N:24]2[C:28]3=[N:29][CH:30]=[N:31][C:32]([O:10][C:7]4[CH:8]=[CH:9][C:4]([S:2]([CH3:1])=[O:3])=[CH:5][CH:6]=4)=[C:27]3[CH:26]=[N:25]2)[CH2:22][CH2:23]1)=[O:17])([CH3:14])([CH3:12])[CH3:13] |f:2.3.4,5.6.7|. Procedure details: A mixture of 4-methanesulfinyl-phenol (Combi-Blocks Inc, San Diego, Calif., USA; 14 mg, 0.089 mmol), 4-(4-chloro-pyrazolo[3,4-d]pyrimidin-1-yl)-piperidine-1-carboxylic acid tert-butyl ester (Intermediate 19; 30 mg, 0.089 mmol), and potassium carbonate (27 mg, 0.196 mmol) in dimethylformamide (1 mL) was heated in a microwave oven at 160° C. for 10 min. Saturated sodium carbonate solution was added to the reaction mixture, and the mixture was then filtered through a pad of silica gel to remove the... Reactants: ClC1=NC=C(C(=N1)NC1=C(C(=O)NC)C=C(C=C1)OC)Cl (2-(2,5-Dichloro-pyrimidin-4-ylamino)-5-methoxy-N-methyl-benzamide), COC=1C(=CC2=C(CCN(CC2)CCOC)C1)N (8-Methoxy-3-(2-methoxy-ethyl)-2,3,4,5-tetrahydro-1H-benzo[d]azepin-7-ylamine). The product is ClC=1C(=NC(=NC1)NC1=CC2=C(CCN(CC2)CCOC)C=C1OC)NC1=C(C(=O)NC)C=C(C=C1)OC (2-{5-Chloro-2-[8-methoxy-3-(2-methoxy-ethyl)-2,3,4,5-tetrahydro-1H-benzo[d]azepin-7-ylamino]-pyrimidin-4-ylamino}-5-methoxy-N-methyl-benzamide). RXN SMILES: Cl[C:2]1[N:7]=[C:6]([NH:8][C:9]2[CH:18]=[CH:17][C:16]([O:19][CH3:20])=[CH:15][C:10]=2[C:11]([NH:13][CH3:14])=[O:12])[C:5]([Cl:21])=[CH:4][N:3]=1.[CH3:22][O:23][C:24]1[C:25]([NH2:39])=[CH:26][C:27]2[CH2:33][CH2:32][N:31]([CH2:34][CH2:35][O:36][CH3:37])[CH2:30][CH2:29][C:28]=2[CH:38]=1>>[Cl:21][C:5]1[C:6]([NH:8][C:9]2[CH:18]=[CH:17][C:16]([O:19][CH3:20])=[CH:15][C:10]=2[C:11]([NH:13][CH3:14])=[O:12])=[N:7][C:2]([NH:39][C:25]2[C:24]([O:23][CH3:22])=[CH:38][C:28]3[CH2:29][CH2:30][N:31]([CH2:34][CH2:35][O:36][CH3:37])[CH2:32][CH2:33][C:27]=3[CH:26]=2)=[N:3][CH:4]=1. Procedure: 2-(2,5-Dichloro-pyrimidin-4-ylamino)-5-methoxy-N-methyl-benzamide of Example 607 was reacted with 8-Methoxy-3-(2-methoxy-ethyl)-2,3,4,5-tetrahydro-1H-benzo[d]azepin-7-ylamine, in a similar manner as Example 601b, to yield desired product 2-{5-Chloro-2-[8-methoxy-3-(2-methoxy-ethyl)-2,3,4,5-tetrahydro-1H-benzo[d]azepin-7-ylamino]-pyrimidin-4-ylamino}-5-methoxy-N-methyl-benzamide as a lyophylate (8%); 1H NMR (400 MHz, DMSO-d6) δ 11.27 (s, 1H, exchangeable), 9.75 (bs, 1H, exchangeable), 8.74 (bs, 1... Reported procedure: Sodium iodide (84 mg, 0.56 mmol) and then sodium hydride (80% oil dispersion, 0.49 g, 16.3 mmol) were added to (A) (2.68 g, 12.0 mmol) in dry DMF (40 mL). After stirring 15 min, 5-chlorovaleronitrile (1.5 mL, 13.3 mmol) was added, and the suspension heated at 80°-85° C. for 4 h under argon. After cooling, the reaction was quenched with H2O (100 mL), then extracted with ether (4×75 mL). The combined organic layers were washed with 100 mL each of 1% aqueous Na2SO3, H2O and brine and then concentra... Yields the product C(C1=CC=CC=C1)ON(CCCCC#N)C(=O)OC(C)(C)C (O-Benzyl-N-(tert-butoxycarbonyl)-N-(4-cyanobutyl)-hydroxylamine). RXN SMILES: [H-].[Na+].[CH2:3]([O:10][NH:11][C:12]([O:14][C:15]([CH3:18])([CH3:17])[CH3:16])=[O:13])[C:4]1[CH:9]=[CH:8][CH:7]=[CH:6][CH:5]=1.Cl[CH2:20][CH2:21][CH2:22][CH2:23][C:24]#[N:25].CCOC(C)=O.C(Cl)(Cl)Cl>CN(C=O)C.[I-].[Na+]>[CH2:3]([O:10][N:11]([C:12]([O:14][C:15]([CH3:18])([CH3:17])[CH3:16])=[O:13])[CH2:20][CH2:21][CH2:22][CH2:23][C:24]#[N:25])[C:4]1[CH:9]=[CH:8][CH:7]=[CH:6][CH:5]=1 |f:0.1,4.5,7.8|. Yield: 86.8%. Reaction conditions: time 15 minute. The solvent is CN(C)C=O (DMF). The reagents and catalysts are [I-].[Na+] (Sodium iodide). Reactants: [H-].[Na+] (sodium hydride), C(C1=CC=CC=C1)ONC(=O)OC(C)(C)C (O-Benzyl-N-(tert-butoxycarbonyl)hydroxylamine), ClCCCCC#N (5-chlorovaleronitrile), CCOC(=O)C.C(Cl)(Cl)Cl (EtOAc CHCl3). Reactants: N1CCNCC1 (piperazine), C1(CC1)N1C(=C(C(C2=CC(=C(C(=C12)OC(F)F)F)F)=O)C(=O)OCC)S(=O)(=O)C (ethyl 1-cyclopropyl-8-(difluoromethoxy)-6,7-difluoro-2-(methylsulfonyl)-4-oxo-1,4-dihydroquinoline-3-carboxylate), NC(C)(C)[C@H]1CN(CC1)C1=C(C=C2C(C(=C(N(C2=C1OC)C1CC1)S(=O)(=O)C)C(=O)OCC)=O)F ((R)-ethyl 7-(3-(2-aminopropan-2-yl)pyrrolidin-1-yl)-1-cyclopropyl-6-fluoro-8-methoxy-2-(methylsulfonyl)-4-oxo-1,4-dihydroquinoline-3-carboxylate). The product is C1(CC1)N1C(=C(C(C2=CC(=C(C(=C12)OC(F)F)N1CCNCC1)F)=O)C(=O)OCC)S(=O)(=O)C (Ethyl 1-cyclopropyl-8-(difluoromethoxy)-6-fluoro-2-(methylsulfonyl)-4-oxo-7-(piperazin-1-yl)-1,4-dihydroquinoline-3-carboxylate). As a reaction SMILES: [NH:1]1[CH2:6][CH2:5][NH:4][CH2:3][CH2:2]1.[CH:7]1([N:10]2[C:19]3[C:14](=[CH:15][C:16]([F:25])=[C:17](F)[C:18]=3[O:20][CH:21]([F:23])[F:22])[C:13](=[O:26])[C:12]([C:27]([O:29][CH2:30][CH3:31])=[O:28])=[C:11]2[S:32]([CH3:35])(=[O:34])=[O:33])[CH2:9][CH2:8]1.NC([C@@H]1CCN(C2C(OC)=C3C(C(=O)C(C(OCC)=O)=C(S(C)(=O)=O)N3C3CC3)=CC=2F)C1)(C)C>>[CH:7]1([N:10]2[C:19]3[C:14](=[CH:15][C:16]([F:25])=[C:17]([N:1]4[CH2:6][CH2:5][NH:4][CH2:3][CH2:2]4)[C:18]=3[O:20][CH:21]([F:23])[F:22])[C:13](=[O:26])[C:12]([C:27]([O:29][CH2:30][CH3:31])=[O:28])=[C:11]2[S:32]([CH3:35])(=[O:33])=[O:34])[CH2:9][CH2:8]1. Procedure: The title compound is prepared from piperazine and ethyl 1-cyclopropyl-8-(difluoromethoxy)-6,7-difluoro-2-(methylsulfonyl)-4-oxo-1,4-dihydroquinoline-3-carboxylate using a procedure analogous to that describing the preparation of (R)-ethyl 7-(3-(2-aminopropan-2-yl)pyrrolidin-1-yl)-1-cyclopropyl-6-fluoro-8-methoxy-2-(methylsulfonyl)-4-oxo-1,4-dihydroquinoline-3-carboxylate. (See US 2008071086, and Hashimoto, et al., 2007) 1H NMR (CDCl3): δ 0.30-0.33 (m, 1H), 0.84-0.88 (m, 1H), 0.99-1.04 (m, 1H), ... Starting materials: O=C([O-])O, CO, COCCOCOC(=C(F)F)c1ccc2ccc3ncc(Cl)cc3c(=O)c2c1, C[Si](C)(C)Cl, ClCCl, [Na+]. Product: O=C(c1ccc2ccc3ncc(Cl)cc3c(=O)c2c1)C(F)F. As a reaction SMILES: [C:34](=[O:35])([OH:36])[O-:37].[CH3:39][OH:40].[Cl:1][c:2]1[cH:3][c:4]2[c:5]([n:6][cH:7]1)[cH:8][cH:9][c:10]1[c:11]([c:12]2=[O:13])[cH:14][c:15]([C:18](=[C:19]([F:20])[F:21])[O:22][CH2:23][O:24][CH2:25][CH2:26][O:27][CH3:28])[cH:16][cH:17]1.[Cl:29][Si:30]([CH3:31])([CH3:32])[CH3:33].[Cl:41][CH2:42][Cl:43].[Na+:38]>>[Cl:1][c:2]1[cH:3][c:4]2[c:5]([n:6][cH:7]1)[cH:8][cH:9][c:10]1[c:11]([c:12]2=[O:13])[cH:14][c:15]([C:18]([CH:19]([F:20])[F:21])=[O:22])[cH:16][cH:17]1. Starting materials: CCN(C(C)C)C(C)C (DIPEA), Cl.FC1=C(C=CC(=C1)C(F)(F)F)C1NCCC(C1)C(=O)OC (Methyl 2-(2-fluoro-4-(trifluoromethyl)phenyl)piperidine-4-carboxylate hydrochloride), C(OC)(=O)Cl (Methyl carbonochloridate). Solvent: C(Cl)Cl (DCM). Conditions: time 4 hour. Yields the product FC1=C(C=CC(=C1)C(F)(F)F)C1N(CCC(C1)C(=O)OC)C(=O)OC (dimethyl 2-(2-fluoro-4-(trifluoromethyl)phenyl)piperidine-1,4-dicarboxylate). The yield is 91.2%. Reaction SMILES: Cl.[F:2][C:3]1[CH:8]=[C:7]([C:9]([F:12])([F:11])[F:10])[CH:6]=[CH:5][C:4]=1[CH:13]1[CH2:18][CH:17]([C:19]([O:21][CH3:22])=[O:20])[CH2:16][CH2:15][NH:14]1.CCN(C(C)C)C(C)C.[C:32](Cl)(=[O:35])[O:33][CH3:34]>C(Cl)Cl>[F:2][C:3]1[CH:8]=[C:7]([C:9]([F:12])([F:10])[F:11])[CH:6]=[CH:5][C:4]=1[CH:13]1[CH2:18][CH:17]([C:19]([O:21][CH3:22])=[O:20])[CH2:16][CH2:15][N:14]1[C:32]([O:33][CH3:34])=[O:35] |f:0.1|. Procedure: Methyl 2-(2-fluoro-4-(trifluoromethyl)phenyl)piperidine-4-carboxylate hydrochloride (5.50 g, 16.09 mmol) was dissolved in DCM (100 mL), then DIPEA (7.03 mL, 40.23 mmol) was added. Methyl carbonochloridate (1.774 mL, 22.53 mmol) was added dropwise to the solution. The mixture was stirred at room temperature for 4 h. The mixture was washed with 0.1 M HCl (100 mL) and satd NaHCO3 (100 mL), then dried through a phase-separator and evaporated yielding dimethyl 2-(2-fluoro-4-(trifluoromethyl)phenyl)pi... The reactants are FC1=C(C=CC(=C1)CS(=O)(=O)C)C=1C=C2C(=CN1)OC(C2)C2CCN(CC2)C(=N)NO (4-[5-(2-fluoro-4-methanesulfonylmethyl-phenyl)-2,3-dihydro-furo[2,3-c]pyridin-2-yl]-N-hydroxy-piperidine-1-carboxamidine), C(C(C)C)(=O)Cl (isobutyryl chloride). The product is FC1=C(C=CC(=C1)CS(=O)(=O)C)C=1C=C2C(=CN1)OC(C2)C2CCN(CC2)C2=NOC(=N2)C(C)C (5-(2-Fluoro-4-methanesulfonylmethyl-phenyl)-2-[1-(5-isopropyl-[1,2,4]oxadiazol-3-yl)-piperidin-4-yl]-2,3-dihydro-furo[2,3-c]pyridine). RXN SMILES: [F:1][C:2]1[CH:7]=[C:6]([CH2:8][S:9]([CH3:12])(=[O:11])=[O:10])[CH:5]=[CH:4][C:3]=1[C:13]1[CH:14]=[C:15]2[CH2:21][CH:20]([CH:22]3[CH2:27][CH2:26][N:25]([C:28]([NH:30][OH:31])=[NH:29])[CH2:24][CH2:23]3)[O:19][C:16]2=[CH:17][N:18]=1.[C:32](Cl)(=O)[CH:33]([CH3:35])[CH3:34]>>[F:1][C:2]1[CH:7]=[C:6]([CH2:8][S:9]([CH3:12])(=[O:10])=[O:11])[CH:5]=[CH:4][C:3]=1[C:13]1[CH:14]=[C:15]2[CH2:21][CH:20]([CH:22]3[CH2:23][CH2:24][N:25]([C:28]4[N:29]=[C:32]([CH:33]([CH3:35])[CH3:34])[O:31][N:30]=4)[CH2:26][CH2:27]3)[O:19][C:16]2=[CH:17][N:18]=1. Procedure details: The title compound is prepared from 4-[5-(2-fluoro-4-methanesulfonylmethyl-phenyl)-2,3-dihydro-furo[2,3-c]pyridin-2-yl]-N-hydroxy-piperidine-1-carboxamidine and isobutyryl chloride following a procedure analogous to that described in Example 8. LC (method 6): tR=1.59 min; Mass spectrum (ESI+): m/z=501 [M+H]+. Reactants: ClC=1C=C(COC2=CC=C(C=C2)C(C)=O)C=CC1Cl (1-[4-(3,4-Dichloro-benzyloxy)-phenyl]-ethanone), pyrrolidinone hydrotribromide. Run in CO.C(Cl)Cl (methanol DCM). Reaction conditions: time 2.5 hour. Yields the product BrCC(=O)C1=CC=C(C=C1)OCC1=CC(=C(C=C1)Cl)Cl (2-bromo-1-[4-(3,4-dichloro-benzyloxy)-phenyl]-ethanone). Reaction SMILES: [Cl:1][C:2]1[CH:3]=[C:4]([CH:16]=[CH:17][C:18]=1[Cl:19])[CH2:5][O:6][C:7]1[CH:12]=[CH:11][C:10]([C:13](=[O:15])[CH3:14])=[CH:9][CH:8]=1.C1CNC(=O)C1.[Br:26][Br-]Br>CO.C(Cl)Cl>[Br:26][CH2:14][C:13]([C:10]1[CH:9]=[CH:8][C:7]([O:6][CH2:5][C:4]2[CH:16]=[CH:17][C:18]([Cl:19])=[C:2]([Cl:1])[CH:3]=2)=[CH:12][CH:11]=1)=[O:15] |f:1.2,3.4|. Reported procedure: 1-[4-(3,4-Dichloro-benzyloxy)-phenyl]-ethanone (2.92 g) was dissolved in methanol:DCM (2:1, 75 mL) and pyrrolidinone hydrotribromide (7.5 g) was added and stirred at room temperature for 2.5 h. After completion of the reaction, the mixture was concentrated in vacuo and poured into saturated sodium bicarbonate solution (100 mL) and extracted with ethyl acetate (2×100 mL). The organic extracts were combined and concentrated in vacuo. Then this residue was dissolved in DCM (10 ml) and methanol (10 ... Reactants: C([O-])([O-])=O.[K+].[K+] (potassium carbonate), CC1=CC=C(C=C1)C1=NC2=CC=CC(=C2C(C1)=O)C(F)(F)F (2-(4-methylphenyl)-5-trifluoromethyl-4-quinolone), ClCC(=O)N1CCOCC1 (4-(2-chloroacetyl)morpholine). Run in CC(CC)=O (2-butanone). Reaction conditions: temperature 20 celsius. The product is CC1=CC=C(C=C1)C1=NC2=CC=CC(=C2C(=C1)OCC(=O)N1CCOCC1)C(F)(F)F (4-{[2(4-methylphenyl)-5-trifluoromethyl-4-quinolyl]oxyacetyl}morpholine). The yield is 76.3%. As a reaction SMILES: C(=O)([O-])[O-].[K+].[K+].[CH3:7][C:8]1[CH:13]=[CH:12][C:11]([C:14]2[CH2:23][C:22](=[O:24])[C:21]3[C:16](=[CH:17][CH:18]=[CH:19][C:20]=3[C:25]([F:28])([F:27])[F:26])[N:15]=2)=[CH:10][CH:9]=1.Cl[CH2:30][C:31]([N:33]1[CH2:38][CH2:37][O:36][CH2:35][CH2:34]1)=[O:32]>CC(=O)CC>[CH3:7][C:8]1[CH:9]=[CH:10][C:11]([C:14]2[CH:23]=[C:22]([O:24][CH2:30][C:31]([N:33]3[CH2:38][CH2:37][O:36][CH2:35][CH2:34]3)=[O:32])[C:21]3[C:16](=[CH:17][CH:18]=[CH:19][C:20]=3[C:25]([F:28])([F:26])[F:27])[N:15]=2)=[CH:12][CH:13]=1 |f:0.1.2|. Procedure: Anhydrous potassium carbonate (2.2 g) is added to a stirred suspension of 2-(4-methylphenyl)-5-trifluoromethyl-4-quinolone (2.4 g) and 4-(2-chloroacetyl)morpholine (1.3 g) in 2-butanone (50 cc). The mixture is heated to reflux for 3 hours and cooled to room temperature (approximately 20° C.). The insoluble matter is removed by filtration and rinsed with 2-butanone. The organic phases are combined and the solvent is removed under reduced pressure. After recrystallation of the residue from acetoni... Reactants: N (Ammonia), ClC1=NC(=CC(=C1)C(F)(F)F)C (2-chloro-6-methyl-4-trifluoromethyl-pyridine), N (ammonia). Reaction conditions: temperature 120 celsius. Product: N (ammonia), CC1=CC(=CC(=N1)N)C(F)(F)F (6-Methyl-4-trifluoromethyl-pyridin-2-ylamine). The yield is 189.5%. Reaction SMILES: Cl[C:2]1[CH:7]=[C:6]([C:8]([F:11])([F:10])[F:9])[CH:5]=[C:4]([CH3:12])[N:3]=1.[NH3:13]>>[NH3:3].[CH3:12][C:4]1[N:3]=[C:2]([NH2:13])[CH:7]=[C:6]([C:8]([F:11])([F:10])[F:9])[CH:5]=1. Procedure: A mixture of 4.7 g 2-chloro-6-methyl-4-trifluoromethyl-pyridine and 80 g ammonia was heated in an autoclave at 120° C. for 24 h. Ammonia was allowed to evaporate and the residue was purified on silica gel with methylene chloride:methanol:ammonia=9:1:0.1 to yield 4.01 g of the title compound as off white crystals MS (ISP) M+H+=177.1 melting at 53.5-54.5° C.